The task is: describe an organic reaction: reactants, conditions, products, and yield. This data is from the Open Reaction Database (ORD), a public repository of structured organic reaction records. The reactants are COC(C)(C)C, CN(C)C=O, Cc1ccc(C=NO)cc1, O=C1CCC(=O)N1Cl. Yields the product Cc1ccc(C(Cl)=NO)cc1. RXN SMILES: [C:24]([O:25][CH3:26])([CH3:27])([CH3:28])[CH3:29].[CH3:19][N:20]([CH3:21])[CH:22]=[O:23].[CH3:1][c:2]1[cH:3][cH:4][c:5]([CH:6]=[N:7][OH:8])[cH:9][cH:10]1.[Cl:11][N:12]1[C:13](=[O:14])[CH2:15][CH2:16][C:17]1=[O:18]>>[CH3:1][c:2]1[cH:3][cH:4][c:5]([C:6](=[N:7][OH:8])[Cl:11])[cH:9][cH:10]1. As a reaction SMILES: [C:39](=[O:40])([OH:41])[O-:42].[CH3:1][O:2][C:3]([c:4]1[cH:5][cH:6][c:7]([CH2:10][n:11]2[c:12]3[cH:13][cH:14][cH:15][cH:16][c:17]3[c:18]3[cH:19][cH:20][cH:21][cH:22][c:23]23)[cH:8][cH:9]1)=[O:24].[CH3:28][O-:29].[CH3:31][OH:32].[CH3:33][CH2:34][O:35][C:36](=[O:37])[CH3:38].[ClH:25].[NH2:26][OH:27].[Na+:30].[Na+:43]>>[O:2]=[C:3]([c:4]1[cH:5][cH:6][c:7]([CH2:10][n:11]2[c:12]3[cH:13][cH:14][cH:15][cH:16][c:17]3[c:18]3[cH:19][cH:20][cH:21][cH:22][c:23]23)[cH:8][cH:9]1)[NH:26][OH:27]. Yields the product O=C(NO)c1ccc(Cn2c3ccccc3c3ccccc32)cc1. Reactants: O=C([O-])O, COC(=O)c1ccc(Cn2c3ccccc3c3ccccc32)cc1, C[O-], CO, CCOC(C)=O, Cl, NO, [Na+], [Na+]. The reactants are ClC=1C=C2C(=NC1C1=CC=C(C=C1)C1=CC=CC=C1)N=C(N2)O[C@@H]2CO[C@H]1[C@@H]2OCC1CC(=O)OCC (ethyl 2-[(3aR,6R,6aS)-6-[[6-chloro-5-(4-phenylphenyl)-1H-imidazo[4,5-b]pyridin-2-yl]oxy]-2,3,3a,5,6,6a-hexahydrofuro[3,2-b]furan-3-yl]acetate), [OH-].[Na+] (sodium hydroxide). The solvent is C(C)O (ethanol). Reaction SMILES: [Cl:1][C:2]1[CH:3]=[C:4]2[NH:22][C:21]([O:23][C@H:24]3[C@H:28]4[O:29][CH2:30][CH:31]([CH2:32][C:33]([O:35]CC)=[O:34])[C@H:27]4[O:26][CH2:25]3)=[N:20][C:5]2=[N:6][C:7]=1[C:8]1[CH:13]=[CH:12][C:11]([C:14]2[CH:19]=[CH:18][CH:17]=[CH:16][CH:15]=2)=[CH:10][CH:9]=1.[OH-].[Na+]>C(O)C>[Cl:1][C:2]1[CH:3]=[C:4]2[NH:22][C:21]([O:23][C@H:24]3[C@H:28]4[O:29][CH2:30][CH:31]([CH2:32][C:33]([OH:35])=[O:34])[C@H:27]4[O:26][CH2:25]3)=[N:20][C:5]2=[N:6][C:7]=1[C:8]1[CH:13]=[CH:12][C:11]([C:14]2[CH:15]=[CH:16][CH:17]=[CH:18][CH:19]=2)=[CH:10][CH:9]=1 |f:1.2|. Product: ClC=1C=C2C(=NC1C1=CC=C(C=C1)C1=CC=CC=C1)N=C(N2)O[C@@H]2CO[C@H]1[C@@H]2OCC1CC(=O)O (2-[(3aR,6R,6aS)-6-[[6-chloro-5-(4-phenylphenyl)-1H-imidazo[4,5-b]pyridin-2-yl]oxy]-2,3,3a,5,6,6a-hexahydrofuro[3,2-b]furan-3-yl]acetic acid). Procedure details: A mixture ethyl 2-[(3aR,6R,6aS)-6-[[6-chloro-5-(4-phenylphenyl)-1H-imidazo[4,5-b]pyridin-2-yl]oxy]-2,3,3a,5,6,6a-hexahydrofuro[3,2-b]furan-3-yl]acetate (4.4 mg, 0.0085 mmol) and 3M sodium hydroxide (2.8 uL, 0.085 mmol) in ethanol (0.5 ml) was stirred at room temperature for 20 minutes. The reaction mixture was then purified by preparative HPLC reverse phase (C-18), using a 30×150 mm Sunfire™ column and eluting with a 20%-80% acetonitrile/water to give a major and minor isomers which were lyophil... Starting materials: CCc1nc2c(F)ccc(OCC(=O)OC)c2c(OC(F)F)c1Cc1ccc(OC)cc1, CC(=O)O, CO, [Na+], [OH-], O. Product: CCc1nc2c(F)ccc(OCC(=O)O)c2c(OC(F)F)c1Cc1ccc(OC)cc1. As a reaction SMILES: [CH3:1][O:2][C:3]([CH2:4][O:5][c:6]1[c:7]2[c:8]([O:28][CH:29]([F:30])[F:31])[c:9]([CH2:19][c:20]3[cH:21][cH:22][c:23]([O:26][CH3:27])[cH:24][cH:25]3)[c:10]([CH2:17][CH3:18])[n:11][c:12]2[c:13]([F:16])[cH:14][cH:15]1)=[O:32].[CH3:36][C:37](=[O:38])[OH:39].[CH3:40][OH:41].[Na+:35].[OH-:34].[OH2:33]>>[O:2]=[C:3]([CH2:4][O:5][c:6]1[c:7]2[c:8]([O:28][CH:29]([F:30])[F:31])[c:9]([CH2:19][c:20]3[cH:21][cH:22][c:23]([O:26][CH3:27])[cH:24][cH:25]3)[c:10]([CH2:17][CH3:18])[n:11][c:12]2[c:13]([F:16])[cH:14][cH:15]1)[OH:32]. Starting materials: BrC1=C(C=C(C=C1)Cl)COCOC (2-Bromo-5-chloro-1-(methoxymethoxymethyl)benzene), FC=1C=CC2=C(COB2O)C1 (1,3-Dihydro-5-fluoro-1-hydroxy-2,1-benzoxaborole). Yields the product ClC=1C=CC2=C(COB2O)C1 (5-Chloro-1,3-dihydro-1-hydroxy-2,1-benzoxaborole). Reaction SMILES: Br[C:2]1[CH:7]=[CH:6][C:5]([Cl:8])=[CH:4][C:3]=1[CH2:9][O:10]COC.FC1C=CC2[B:22](O)[O:21]CC=2C=1>>[Cl:8][C:5]1[CH:6]=[CH:7][C:2]2[B:22]([OH:21])[O:10][CH2:9][C:3]=2[CH:4]=1. Procedure: This compound was made from 18d in the same manner as compound 19b: mp 142-144° C. 1H NMR (300 MHz, DMSO-d6) δ (ppm) 4.96 (s, 2H), 7.38 (d, J=7.8 Hz, 1H), 7.49 (s, 1H), 7.71 (d, J=7.8 Hz, 1H), 9.30 (s, 1H); ESI-MS m/z 167 (M−H)−; HPLC purity 99.0%; Anal (C7H6ClO2.0.1H2O)C, H. The reactants are CC(=O)O, N#CCc1ccccc1[N+](=O)[O-]. Yields the product N#CCc1ccccc1N. RXN SMILES: [CH3:13][C:14](=[O:15])[OH:16].[N+:1]([O-:2])(=[O:3])[c:4]1[c:5]([CH2:10][C:11]#[N:12])[cH:6][cH:7][cH:8][cH:9]1>>[NH2:1][c:4]1[c:5]([CH2:10][C:11]#[N:12])[cH:6][cH:7][cH:8][cH:9]1.